This data is from the Open Reaction Database (ORD), a public repository of structured organic reaction records. The task is: describe an organic reaction: reactants, conditions, products, and yield The reactants are N1=CC(=CC=C1)C1=CC=NC=2N1N=CC2C=O (7-(3-pyridyl)pyrazolo[1,5-a]-pyrimidine-3-carboxaldehyde), [BH4-].[Na+] (sodium borohydride). Run in CO (methanol). The product is N1=CC(=CC=C1)C1=CC=NC=2N1N=CC2CO (7-(3-Pyridyl)pyrazolo[1,5-a]pyrimidine-3-methanol). Reaction SMILES: [N:1]1[CH:6]=[CH:5][CH:4]=[C:3]([C:7]2[N:12]3[N:13]=[CH:14][C:15]([CH:16]=[O:17])=[C:11]3[N:10]=[CH:9][CH:8]=2)[CH:2]=1.[BH4-].[Na+]>CO>[N:1]1[CH:6]=[CH:5][CH:4]=[C:3]([C:7]2[N:12]3[N:13]=[CH:14][C:15]([CH2:16][OH:17])=[C:11]3[N:10]=[CH:9][CH:8]=2)[CH:2]=1 |f:1.2|. Procedure: A mixture of 2.0 g. of 7-(3-pyridyl)pyrazolo[1,5-a]-pyrimidine-3-carboxaldehyde and 0.35 g. of sodium borohydride in 100 ml. of methanol is stirred for 16 hours. The mixture is concentrated to dryness in vacuo and dichloromethane is added. The solution is washed with saturated sodium bicarbonate and passed through a column of hydrous magnesium silicate. The eluent is concentrated and diluted with hexane to give the product of the example. Yields the product N=C(NC(=N)N1CCOCC1)NC1CC1, Cl. Starting materials: N#CNC(=N)NC1CC1, CC(C)O, Cl, C1COCCN1. RXN SMILES: [C:1](#[N:2])[NH:3][C:4](=[NH:5])[NH:6][CH:7]1[CH2:8][CH2:9]1.[CH:17]([OH:18])([CH3:19])[CH3:20].[ClH:10].[O:11]1[CH2:12][CH2:13][NH:14][CH2:15][CH2:16]1>>[C:1](=[NH:2])([NH:3][C:4](=[NH:5])[NH:6][CH:7]1[CH2:8][CH2:9]1)[N:14]1[CH2:13][CH2:12][O:11][CH2:16][CH2:15]1.[ClH:10]. The reactants are Br, C=CC(=O)OC, CC(C)=O, Nc1ccc(C2CCCCC2)cc1, O=N[O-], [Na+], O. Product: COC(=O)C(Br)Cc1ccc(C2CCCCC2)cc1. As a reaction SMILES: [BrH:14].[C:19]([CH:20]=[CH2:21])(=[O:22])[O:23][CH3:24].[CH3:25][C:26](=[O:27])[CH3:28].[CH:1]1([c:7]2[cH:8][cH:9][c:10]([NH2:11])[cH:12][cH:13]2)[CH2:2][CH2:3][CH2:4][CH2:5][CH2:6]1.[N:15]([O-:16])=[O:17].[Na+:18].[OH2:29]>>[CH:1]1([c:7]2[cH:8][cH:9][c:10]([CH2:21][CH:20]([Br:14])[C:19](=[O:22])[O:23][CH3:24])[cH:12][cH:13]2)[CH2:2][CH2:3][CH2:4][CH2:5][CH2:6]1. Reactants: [Br-], CCOC(C)=O, ClC(Cl)Cl, O=C(Cc1ccc(F)cc1)c1cccs1. Product: O=C(c1cccs1)C(Br)c1ccc(F)cc1. RXN SMILES: [Br-:16].[CH3:21][CH2:22][O:23][C:24](=[O:25])[CH3:26].[CH:17]([Cl:18])([Cl:19])[Cl:20].[F:1][c:2]1[cH:3][cH:4][c:5]([CH2:8][C:9](=[O:10])[c:11]2[s:12][cH:13][cH:14][cH:15]2)[cH:6][cH:7]1>>[F:1][c:2]1[cH:3][cH:4][c:5]([CH:8]([C:9](=[O:10])[c:11]2[s:12][cH:13][cH:14][cH:15]2)[Br:16])[cH:6][cH:7]1.